Task: describe an organic reaction: reactants, conditions, products, and yield. Dataset: the Open Reaction Database (ORD), a public repository of structured organic reaction records Reaction SMILES: [S:1]1[CH:5]=[CH:4][C:3]2[C:6](=[O:9])[CH2:7][CH2:8][C:2]1=2.[H-].[Na+].C(OC(=O)[C:16]1C=CC=[C:18]([F:22])[CH:17]=1)C.Cl.[CH2:25]1[CH2:29][O:28][CH2:27][CH2:26]1>C(OCC)(=O)C.O>[F:22][C:18]1[CH:27]=[CH:26][C:25]([C:29]([CH:7]2[CH2:8][C:2]3[S:1][CH:5]=[CH:4][C:3]=3[C:6]2=[O:9])=[O:28])=[CH:16][CH:17]=1 |f:1.2|. Procedure: 5,6-Dihydro-cyclopenta[b]thiophen-4-one (2.1 g, 15.0 mmol) in 15 mL of THF was treated with NaH (60 percent, 1.5 g, 36 mmol). After the addition of 3-Fluoro-benzoic acid ethyl ester, the reaction mixture was heated at 100° C. for 8 hr. The solution was cooled to room temperature and poured into water. The resulting mixture was acidified with concentrated HCl and was added with ethyl acetate (70 mL). The organic layer was collected, brined, dried over MgSO4(s), and concentrated under reduced pres... Reactants: S1C2=C(C=C1)C(CC2)=O (5,6-Dihydro-cyclopenta[b]thiophen-4-one), [H-].[Na+] (NaH), C1CCOC1 (THF), Cl (HCl), C(C)OC(C1=CC(=CC=C1)F)=O (3-Fluoro-benzoic acid ethyl ester). The product is FC1=CC=C(C(=O)C2C(C3=C(SC=C3)C2)=O)C=C1 (5-(4-Fluoro-benzoyl)-5,6-dihydro-cyclopenta[b]thiophen-4-one). Run in O (water), C(C)(=O)OCC (ethyl acetate). Conditions: temperature 100 celsius. Isolated yield 14.0%. Starting materials: O.C(=O)([O-])[O-].[Na+].[Na+] (H2O Na2CO3), [N+](=O)([O-])C1=NC=CC=C1OC (2-nitro-3-methoxypyridine), C1(=CC=CC=C1)C=1OC(CN1)=O (2-phenyl-5(4H)-oxazolone). The reagents and catalysts are [Br-].C(CCC)[N+](CCCC)(CCCC)CCCC (tetrabutylammonium bromide). The solvent is O (H2O), O (H2O), C(Cl)Cl (methylene chloride). Yields the product ON1N=CC2=CC=CN=C12 (1-hydroxy-7-aza-1H-indazole). Reaction SMILES: O.C([O-])([O-])=O.[Na+].[Na+].[N+:8]([C:11]1[C:16](OC)=[CH:15][CH:14]=[CH:13][N:12]=1)([O-:10])=O.C1([C:25]2OC(=O)C[N:29]=2)C=CC=CC=1>O.[Br-].C([N+](CCCC)(CCCC)CCCC)CCC.C(Cl)Cl>[OH:10][N:8]1[C:11]2[C:16](=[CH:15][CH:14]=[CH:13][N:12]=2)[CH:25]=[N:29]1 |f:0.1.2.3,7.8|. Reported procedure: A solution of Na2CO30.10 H2O Na2CO3.10 H2O (7.3 mmol) in H2O (10 ml) is emulsified under vigorous stirring at about room temperature or slightly elevated temperature with a solution of 2-nitro-3-methoxypyridine (4.25 mmol) and tetrabutylammonium bromide (10.06 mmol) as phase transfer catalyst in methylene chloride (˜20 mL). 2-phenyl-5(4H)-oxazolone (˜60 mmol) is added in several portions during one hour. The layers are separated and the aqueous phase is washed with CH2Cl2. The combined organic s... Reactants: NC=1C(=NC(=CC1C)C)NC1=CC=C(C=C1)CCO (2-{4-[(3-Amino-4,6-dimethyl-2-pyridinyl)amino]phenyl}ethanol), C(CCC)(=O)Cl (butyryl chloride). The product is C(CCC)(=O)OCCC1=CC=C(C=C1)N1C(=NC=2C1=NC(=CC2C)C)CCC (2-[4-(5,7-Dimethyl-2-propyl-3H-imidazo[4,5-b]pyridin-3-yl)phenyl]ethyl butyrate). Reaction SMILES: [NH2:1][C:2]1[C:3]([NH:10][C:11]2[CH:16]=[CH:15][C:14]([CH2:17][CH2:18][OH:19])=[CH:13][CH:12]=2)=[N:4][C:5]([CH3:9])=[CH:6][C:7]=1[CH3:8].[C:20](Cl)(=[O:24])[CH2:21][CH2:22][CH3:23]>>[C:20]([O:19][CH2:18][CH2:17][C:14]1[CH:15]=[CH:16][C:11]([N:10]2[C:3]3=[N:4][C:5]([CH3:9])=[CH:6][C:7]([CH3:8])=[C:2]3[N:1]=[C:3]2[CH2:2][CH2:7][CH3:6])=[CH:12][CH:13]=1)(=[O:24])[CH2:21][CH2:22][CH3:23]. Procedure: The title compound was prepared according to the procedure described in step 5 of Example 1 from 2-{4-[(3-amino-4,6-dimethyl-2-pyridinyl)amino]phenyl}ethanol (step 4 of Example 1) and butyryl chloride. Run in C(C1=CC=CC=C1)=O (benzaldehyde). The reactants are NC(CNC(OC(C)(C)C)=O)(C)C (tert-butyl (2-amino-2-methylpropyl)carbamate), S(=O)(=O)([O-])[O-].[Na+].[Na+] (sodium sulfate), C1(=CC=CC=C1)C (toluene). Reported procedure: To a suspension of tert-butyl (2-amino-2-methylpropyl)carbamate (1.98 g) and anhydrous sodium sulfate (3.00 g) in toluene (5 mL), benzaldehyde (1.07 mL) was added at room temperature, and the mixture was stirred for 11 hours under reflux by heating. The reaction mixture was cooled to room temperature, and then the solvent was evaporated under reduced pressure to obtain (E)-tert-butyl (2-(benzylideneamino)-2-methylpropyl)carbamate (G8). Product: C(/C1=CC=CC=C1)=N\C(CNC(OC(C)(C)C)=O)(C)C ((E)-tert-butyl (2-(benzylideneamino)-2-methylpropyl)carbamate). RXN SMILES: [NH2:1][C:2]([CH3:13])([CH3:12])[CH2:3][NH:4][C:5](=[O:11])[O:6][C:7]([CH3:10])([CH3:9])[CH3:8].S([O-])([O-])(=O)=O.[Na+].[Na+].[C:21]1([CH3:27])[CH:26]=[CH:25][CH:24]=[CH:23][CH:22]=1>C(=O)C1C=CC=CC=1>[CH:27](=[N:1]/[C:2]([CH3:13])([CH3:12])[CH2:3][NH:4][C:5](=[O:11])[O:6][C:7]([CH3:8])([CH3:10])[CH3:9])\[C:21]1[CH:26]=[CH:25][CH:24]=[CH:23][CH:22]=1 |f:1.2.3|. Run at time 11 hour. Reactants: CC[N+](=O)[O-], CC(C)N, CC(C)NCC(C)(CNC(C)C)[N+](=O)[O-]. The product is CC(C)NCC(C)(N)CNC(C)C. As a reaction SMILES: [CH3:1][CH2:2][N+:3](=[O:4])[O-:5].[CH3:6][CH:7]([NH2:8])[CH3:9].[N+:10]([O-:11])(=[O:12])[C:13]([CH2:14][NH:15][CH:16]([CH3:17])[CH3:18])([CH2:19][NH:20][CH:21]([CH3:22])[CH3:23])[CH3:24]>>[NH2:10][C:13]([CH2:14][NH:15][CH:16]([CH3:17])[CH3:18])([CH2:19][NH:20][CH:21]([CH3:22])[CH3:23])[CH3:24].